From a dataset of the Open Reaction Database (ORD), a public repository of structured organic reaction records. describe an organic reaction: reactants, conditions, products, and yield Starting materials: CC1=C(C=CC(=C1)[N+](=O)[O-])C=1C=NC=CC1N (3-(2-Methyl-4-nitrophenyl)pyridin-4-amine), F[B-](F)(F)F.[H+] (tetrafluoroboric acid), N(=O)[O-].[Na+] (sodium nitrite), diazonium salt, [OH-].[Na+] (sodium hydroxide). Conditions: temperature 0 celsius, time 45 minute. Product: FC1=C(C=NC=C1)C1=C(C=C(C=C1)[N+](=O)[O-])C (4-Fluoro-3-(2-methyl-4-nitrophenyl)pyridine). Isolated yield 17.4%. Reaction SMILES: [CH3:1][C:2]1[CH:7]=[C:6]([N+:8]([O-:10])=[O:9])[CH:5]=[CH:4][C:3]=1[C:11]1[CH:12]=[N:13][CH:14]=[CH:15][C:16]=1N.[F:18][B-](F)(F)F.[H+].N([O-])=O.[Na+].[OH-].[Na+]>>[F:18][C:16]1[CH:15]=[CH:14][N:13]=[CH:12][C:11]=1[C:3]1[CH:4]=[CH:5][C:6]([N+:8]([O-:10])=[O:9])=[CH:7][C:2]=1[CH3:1] |f:1.2,3.4,5.6|. Procedure: To a solution of Intermediate 19A (340 mg, 1.483 mmol) in tetrafluoroboric acid (1 mL, 7.65 mmol) at −10° C. was added sodium nitrite (179 mg, 2.60 mmol) in small portions, keeping the temperature below −5° C. After the addition was complete, the mixture was stirred at 0° C. for 45 min and then warmed slowly to room temperature over a period of 30 min to decompose the preparation of diazonium salt. The temperature of the mixture was rose to 30-35° C. and nitrogen was evolved for about 30 min. Th...